This data is from the Open Reaction Database (ORD), a public repository of structured organic reaction records. The task is: describe an organic reaction: reactants, conditions, products, and yield The reactants are Cl.C(C1=CC=CC=C1)N1CCN(CC1)CC(C1=CC=C(C=C1)F)C1=CC=C(C=C1)F (1-benzyl-4-[2,2-bis(4-fluorophenyl)ethyl]-piperazine hydrochloride). Reagents/catalysts: [Pd] (palladium-on-charcoal). Solvent: CO (methanol). The product is FC1=CC=C(C=C1)C(CN1CCNCC1)C1=CC=C(C=C1)F (1-[2,2-Bis(4-fluorophenyl)ethyl]piperazine). As a reaction SMILES: Cl.C([N:9]1[CH2:14][CH2:13][N:12]([CH2:15][CH:16]([C:24]2[CH:29]=[CH:28][C:27]([F:30])=[CH:26][CH:25]=2)[C:17]2[CH:22]=[CH:21][C:20]([F:23])=[CH:19][CH:18]=2)[CH2:11][CH2:10]1)C1C=CC=CC=1>CO.[Pd]>[F:30][C:27]1[CH:26]=[CH:25][C:24]([CH:16]([C:17]2[CH:18]=[CH:19][C:20]([F:23])=[CH:21][CH:22]=2)[CH2:15][N:12]2[CH2:11][CH2:10][NH:9][CH2:14][CH2:13]2)=[CH:29][CH:28]=1 |f:0.1|. Procedure details: 35.1 g of 1-benzyl-4-[2,2-bis(4-fluorophenyl)ethyl]-piperazine hydrochloride were hydrogenated in 1,400 ml of methanol on 8 g of palladium-on-charcoal (10%) at room temperature for 1 hour. The catalyst was filtered off with suction, the solvent was evaporated off, the residue was dissolved in 200 ml of water, the pH was brought to 10 with 2N NaOH, the solution was extracted several times with methylene chloride and the extracts were dried and concentrated. The reactants are CCO, CCOC(=O)c1cc2cc(F)ccc2n1Cc1ccncc1, [K+], [OH-], O. Yields the product O=C(O)c1cc2cc(F)ccc2n1Cc1ccncc1. As a reaction SMILES: [CH3:25][CH2:26][OH:27].[F:1][c:2]1[cH:3][c:4]2[cH:5][c:6]([C:18](=[O:19])[O:20][CH2:21][CH3:22])[n:7]([CH2:11][c:12]3[cH:13][cH:14][n:15][cH:16][cH:17]3)[c:8]2[cH:9][cH:10]1.[K+:24].[OH-:23].[OH2:28]>>[F:1][c:2]1[cH:3][c:4]2[cH:5][c:6]([C:18](=[O:19])[OH:20])[n:7]([CH2:11][c:12]3[cH:13][cH:14][n:15][cH:16][cH:17]3)[c:8]2[cH:9][cH:10]1. Starting materials: COC1=CC2=C(CC3CCCCC2(C3=O)C)C=C1 (6,7,8,9,10,11-hexahydro-3-methoxy-5-methyl-5,10-methano-5H-benzocyclononen-12-one), ClCCCCC1(C(CCC2=CC(=CC=C12)OC)=O)C (1-(4-chlorobutyl)-1-methyl-6-methoxy-2-tetralone). Yields the product COC=1C=CC2=C(CC3CCCCC2(C3=O)C)C1 (6,7,8,9,10,11-Hexahydro-2-Methoxy-5-Methyl-5,10-Methano-5H-Benzocyclononen-12-One). As a reaction SMILES: COC1C=CC2CC3C(=O)C(C)(C=2C=1)CCCC3.Cl[CH2:20][CH2:21][CH2:22][CH2:23][C:24]1([CH3:37])[C:33]2[C:28](=[CH:29][C:30]([O:34][CH3:35])=[CH:31][CH:32]=2)[CH2:27][CH2:26][C:25]1=[O:36]>>[CH3:35][O:34][C:30]1[CH:31]=[CH:32][C:33]2[C:24]3([CH3:37])[C:25](=[O:36])[CH:26]([CH2:20][CH2:21][CH2:22][CH2:23]3)[CH2:27][C:28]=2[CH:29]=1. Procedure: Using a procedure analogous to that described in Example X for the preparation of 6,7,8,9,10,11-hexahydro-3-methoxy-5-methyl-5,10-methano-5H-benzocyclononen-12-one, there is obtained from 30.5 g. of 1-(4-chlorobutyl)-1-methyl-6-methoxy-2-tetralone 15 g. of the title product, b.p. 140° to 145° C. (0.5 mm.). The reactants are C=CC(C)C, CCOC(=O)C1=Cc2ccc(I)cc2OC1C(F)(F)F. Yields the product CCOC(=O)C1=Cc2ccc(CCC(C)C)cc2OC1C(F)(F)F. Reaction SMILES: [CH3:21][CH:22]([CH:23]=[CH2:24])[CH3:25].[I:1][c:2]1[cH:3][cH:4][c:5]2[c:10]([cH:11]1)[O:9][CH:8]([C:12]([F:13])([F:14])[F:15])[C:7]([C:16](=[O:17])[O:18][CH2:19][CH3:20])=[CH:6]2>>[c:2]1([CH2:24][CH2:23][CH:22]([CH3:21])[CH3:25])[cH:3][cH:4][c:5]2[c:10]([cH:11]1)[O:9][CH:8]([C:12]([F:13])([F:14])[F:15])[C:7]([C:16](=[O:17])[O:18][CH2:19][CH3:20])=[CH:6]2.